From a dataset of the Open Reaction Database (ORD), a public repository of structured organic reaction records. describe an organic reaction: reactants, conditions, products, and yield Reactants: C1(CCCCC1)P(C1=C(C=CC=C1)C1=C(C=CC=C1OC)OC)C1CCCCC1 (2-dicyclohexylphosphino-2′,6′-dimethoxybiphenyl), [O-]P(=O)([O-])[O-].[K+].[K+].[K+] (K3PO4), C1(=CC=CC=C1)N(C1=CC2=C(OC3=C2C=CC=C3)C=C1)C1=CC=C(C=C1)B1OC(C(O1)(C)C)(C)C (N-phenyl-N-(4-(4,4,5,5-tetramethyl-1,3,2-dioxaborolan-2-yl)phenyl)dibenzo[b,d]furan-2-amine), BrC=1C=CC=2NC3=CC=CC=C3C2C1 (3-bromo-9H-carbazole). Reagents/catalysts: C=1C=CC(=CC1)/C=C/C(=O)/C=C/C2=CC=CC=C2.C=1C=CC(=CC1)/C=C/C(=O)/C=C/C2=CC=CC=C2.C=1C=CC(=CC1)/C=C/C(=O)/C=C/C2=CC=CC=C2.[Pd].[Pd] (Pd2(dba)3). The solvent is C1(=CC=CC=C1)C (toluene), C(C)O (ethanol). The product is C1=CC(=CC=2C3=CC=CC=C3NC12)C1=CC=C(C=C1)N(C1=CC2=C(OC3=C2C=CC=C3)C=C1)C1=CC=CC=C1 (N-(4-(9H-carbazol-3-yl)phenyl)-N-phenyldibenzo[b,d]furan-2-amine). Yield: 85.6%. RXN SMILES: [C:1]1([N:7]([C:21]2[CH:26]=[CH:25][C:24](B3OC(C)(C)C(C)(C)O3)=[CH:23][CH:22]=2)[C:8]2[CH:20]=[CH:19][C:11]3[O:12][C:13]4[CH:18]=[CH:17][CH:16]=[CH:15][C:14]=4[C:10]=3[CH:9]=2)[CH:6]=[CH:5][CH:4]=[CH:3][CH:2]=1.Br[C:37]1[CH:38]=[CH:39][C:40]2[NH:41][C:42]3[C:47]([C:48]=2[CH:49]=1)=[CH:46][CH:45]=[CH:44][CH:43]=3.C1(P(C2CCCCC2)C2C=CC=CC=2C2C(OC)=CC=CC=2OC)CCCCC1.[O-]P([O-])([O-])=O.[K+].[K+].[K+]>C1(C)C=CC=CC=1.C(O)C.C1C=CC(/C=C/C(/C=C/C2C=CC=CC=2)=O)=CC=1.C1C=CC(/C=C/C(/C=C/C2C=CC=CC=2)=O)=CC=1.C1C=CC(/C=C/C(/C=C/C2C=CC=CC=2)=O)=CC=1.[Pd].[Pd]>[CH:39]1[C:40]2[NH:41][C:42]3[C:47](=[CH:46][CH:45]=[CH:44][CH:43]=3)[C:48]=2[CH:49]=[C:37]([C:24]2[CH:23]=[CH:22][C:21]([N:7]([C:1]3[CH:6]=[CH:5][CH:4]=[CH:3][CH:2]=3)[C:8]3[CH:20]=[CH:19][C:11]4[O:12][C:13]5[CH:18]=[CH:17][CH:16]=[CH:15][C:14]=5[C:10]=4[CH:9]=3)=[CH:26][CH:25]=2)[CH:38]=1 |f:3.4.5.6,9.10.11.12.13|. Procedure details: N-phenyl-N-(4-(4,4,5,5-tetramethyl-1,3,2-dioxaborolan-2-yl)phenyl)dibenzo[b,d]furan-2-amine (3.25 g, 7.0 mol), and 3-bromo-9H-carbazole (1.73 g, 7.0 mmol) were mixed in 45 mL of toluene and 15 ml of ethanol. To the solution was bubbled with nitrogen for 15 min. Pd2(dba)3 (0.16 g, 0.18 mmol), 2-dicyclohexylphosphino-2′,6′-dimethoxybiphenyl (0.29 g, 7.0 mmol) and K3PO4 (4.49 g, 21.1 mmol) were added. The mixture was refluxed overnight under nitrogen. After cooling, aqueous layer was removed from t...